Dataset: the Open Reaction Database (ORD), a public repository of structured organic reaction records. Task: describe an organic reaction: reactants, conditions, products, and yield The reactants are CN(C1CC2=C(OC3=C2C=C(C=C3)C(=O)O)CC1)C (N,N-dimethyl-8-carboxy-1,2,3,4-tetrahydro-2-dibenzofuranamine), NC=1C=NC=CC1 (3-aminopyridine). The product is N1=CC(=CC=C1)NC(=O)C=1C=CC2=C(C3=C(O2)CCC(C3)N(C)C)C1 (N-(pyridin-3-yl)-2-dimethylamino-1,2,3,4-tetrahydrodibenzofuran-8-carboxamide). Isolated yield 43.4%. Reaction SMILES: [CH3:1][N:2]([CH3:19])[CH:3]1[CH2:18][CH2:17][C:6]2[O:7][C:8]3[CH:13]=[CH:12][C:11]([C:14]([OH:16])=O)=[CH:10][C:9]=3[C:5]=2[CH2:4]1.[NH2:20][C:21]1[CH:22]=[N:23][CH:24]=[CH:25][CH:26]=1>>[N:23]1[CH:24]=[CH:25][CH:26]=[C:21]([NH:20][C:14]([C:11]2[CH:12]=[CH:13][C:8]3[O:7][C:6]4[CH2:17][CH2:18][CH:3]([N:2]([CH3:1])[CH3:19])[CH2:4][C:5]=4[C:9]=3[CH:10]=2)=[O:16])[CH:22]=1. Reported procedure: Beginning with 0.17 gm (0.57 mMol) N,N-dimethyl-8-carboxy-1,2,3,4-tetrahydro-2-dibenzofuranamine and 0.06 gm (0.63 mMol) 3-aminopyridine, 0.083 gm (44%) of the title compound were recovered as an off-white foam by the procedure described in Example 25. The reactants are ClC1=C(N)C=CC(=C1)I (2-Chloro-4-iodoaniline), C1(C=2C(C(=O)O1)=CC=CC2)=O (phthalic anhydride). The solvent is CN(C=O)C (dimethylformamide), C(C)OCC (diethyl ether). Product: ClC1=C(C=CC(=C1)I)N1C(C=2C(C1=O)=CC=CC2)=O (N-(2-chloro-4-iodophenyl)phthalimide). As a reaction SMILES: [Cl:1][C:2]1[CH:8]=[C:7]([I:9])[CH:6]=[CH:5][C:3]=1[NH2:4].[C:10]1(=O)[O:15][C:13](=[O:14])[C:12]2=[CH:16][CH:17]=[CH:18][CH:19]=[C:11]12>CN(C)C=O.C(OCC)C>[Cl:1][C:2]1[CH:8]=[C:7]([I:9])[CH:6]=[CH:5][C:3]=1[N:4]1[C:13](=[O:14])[C:12]2=[CH:16][CH:17]=[CH:18][CH:19]=[C:11]2[C:10]1=[O:15]. Procedure: 2-Chloro-4-iodoaniline (12.65 g) and phthalic anhydride (7.4 g) are dissolved in 30 mL of dimethylformamide. The solution is heated to reflux for 16 hours. The reaction mixture is diluted with diethyl ether and washed with brine to yield a precipitate which is filtered off and washed with water and diethyl ether to yield N-(2-chloro-4-iodophenyl)phthalimide as a white solid. The reactants are N1[C@@H](CCC1)CN1C2=C(S(CC3=C1C=CC=C3)=O)C=CC=C2 ((2S)-5,11-dihydro-5-(2-pyrrolidinylmethyl)dibenzo[b,e][1,4]thiazepine-10-oxide), COC1=CC=C(CCBr)C=C1 (4-methoxyphenethyl bromide), C([O-])([O-])=O.[Na+].[Na+] (sodium carbonate). Solvent: C(C)#N (acetonitrile). Yields the product COC1=CC=C(CCN2[C@@H](CCC2)CN2C3=C(S(CC4=C2C=CC=C4)=O)C=CC=C3)C=C1 ((2S)-5,11-Dihydro-5-[1-(4-methoxyphenethyl)-2-pyrrolidinylmethyl]dibenzo[b,e][1,4]thiazepine-10-oxide). Isolated yield 19.4%. As a reaction SMILES: [NH:1]1[CH2:5][CH2:4][CH2:3][C@H:2]1[CH2:6][N:7]1[C:13]2[CH:14]=[CH:15][CH:16]=[CH:17][C:12]=2[CH2:11][S:10](=[O:18])[C:9]2[CH:19]=[CH:20][CH:21]=[CH:22][C:8]1=2.[CH3:23][O:24][C:25]1[CH:33]=[CH:32][C:28]([CH2:29][CH2:30]Br)=[CH:27][CH:26]=1.C(=O)([O-])[O-].[Na+].[Na+]>C(#N)C>[CH3:23][O:24][C:25]1[CH:33]=[CH:32][C:28]([CH2:29][CH2:30][N:1]2[CH2:5][CH2:4][CH2:3][C@H:2]2[CH2:6][N:7]2[C:13]3[CH:14]=[CH:15][CH:16]=[CH:17][C:12]=3[CH2:11][S:10](=[O:18])[C:9]3[CH:19]=[CH:20][CH:21]=[CH:22][C:8]2=3)=[CH:27][CH:26]=1 |f:2.3.4|. Procedure details: A mixture of (2S)-5,11-dihydro-5-(2-pyrrolidinylmethyl)dibenzo[b,e][1,4]thiazepine-10-oxide (see Preparation 19) (180 mg), 4-methoxyphenethyl bromide (140 mg) and sodium carbonate (70 mg) in acetonitrile (20 ml) was heated under reflux for 18 hours and evaporated under reduced pressure. The residue was partitioned between ethyl acetate and water and the organic layer washed with water, dried over sodium sulphate and evaporated under reduced pressure. The residue was purified by chromatography on... The reactants are C(C#C)Br (propargyl bromide), ClC1=C(C=CC(=C1)OC1=CC=C(C=C1)Cl)C(CN1N=CN=C1)=O (1-[2-chloro-4-(4-chloro-phenoxy)-phenyl]-2-(1,2,4-triazol-1-yl)-ethan-1-one), [Al] (aluminum), II (iodine), [Cl-].[NH4+] (ammonium chloride). Reagents/catalysts: [Hg]Cl (mercury chloride). Run in O1CCCC1 (tetrahydrofuran), O1CCCC1 (tetrahydrofuran), O1CCCC1 (tetrahydrofuran). Reaction conditions: temperature 60 celsius, time 60 minute. The product is ClC1=C(C=CC(=C1)OC1=CC=C(C=C1)Cl)C(CC#C)(CN1N=CN=C1)O (4-(2-chloro-4-(4-chlorophenoxy)-phenyl)-5-(1,2,4-triazol-1-yl)-pent-1-yn-4-ol). Isolated yield 78.2%. Reaction SMILES: [Al].II.[CH2:4](Br)[C:5]#[CH:6].[Cl:8][C:9]1[CH:14]=[C:13]([O:15][C:16]2[CH:21]=[CH:20][C:19]([Cl:22])=[CH:18][CH:17]=2)[CH:12]=[CH:11][C:10]=1[C:23](=[O:30])[CH2:24][N:25]1[CH:29]=[N:28][CH:27]=[N:26]1.[Cl-].[NH4+]>O1CCCC1.[Hg]Cl>[Cl:8][C:9]1[CH:14]=[C:13]([O:15][C:16]2[CH:17]=[CH:18][C:19]([Cl:22])=[CH:20][CH:21]=2)[CH:12]=[CH:11][C:10]=1[C:23]([OH:30])([CH2:24][N:25]1[CH:29]=[N:28][CH:27]=[N:26]1)[CH2:6][C:5]#[CH:4] |f:4.5|. Procedure details: 1.05 g (39 mmol) of aluminum flakes, a spatula tipful of mercury chloride and an iodine crystal are warmed at 40° C. for one hour in 5 ml of absolute tetrahydrofuran under a nitrogen atmosphere. The mixture is heated to 60° C. and 6.9 g (58 mmol) of propargyl bromide in 10 ml of absolute tetrahydrofuran are added dropwise. The mixture is subsequently stirred at 60° C. for 60 minutes and then cooled to -60° C. A solution of 10 g (29 mmol) of 1-[2-chloro-4-(4-chloro-phenoxy)-phenyl]-2-(1,2,4-triaz... Reactants: CC=O, CC(C)O, [N-]=[N+]=Nc1ccc(C=O)cc1, [Na+], [OH-], O. The product is [N-]=[N+]=Nc1ccc(C=CC=O)cc1. RXN SMILES: [CH:14]([CH3:15])=[O:16].[CH:17]([OH:18])([CH3:19])[CH3:20].[N:1](=[N+:2]=[N-:3])[c:4]1[cH:5][cH:6][c:7]([CH:8]=[O:9])[cH:10][cH:11]1.[Na+:13].[OH-:12].[OH2:21]>>[N:1](=[N+:2]=[N-:3])[c:4]1[cH:5][cH:6][c:7]([CH:8]=[CH:15][CH:14]=[O:16])[cH:10][cH:11]1. Reactants: NC=1C=C2C=CC(OC2=CC1)(C)C (6-amino-2,2-dimethylchromene), C(CCO)O (1,3-propanediol), C(CCC)P(CCCC)CCCC (tri-n-butyl phosphine). The reagents and catalysts are [Ru](Cl)(Cl)Cl (ruthenium trichloride). Run in COCCOC (dimethylene glycol dimethyl ether). Conditions: temperature 180 celsius, time 5 hour. Product: CC1(C=CC=2C(=CC=3C=CC=NC3C2)O1)C (2,2-dimethyl-2H-pyrano[2,3-g]quinoline). Isolated yield 59.0%. Reaction SMILES: [NH2:1][C:2]1[CH:3]=[C:4]2[C:9](=[CH:10][CH:11]=1)[O:8][C:7]([CH3:13])([CH3:12])[CH:6]=[CH:5]2.[CH2:14](O)[CH2:15][CH2:16]O.C(P(CCCC)CCCC)CCC>COCCOC.[Ru](Cl)(Cl)Cl>[CH3:12][C:7]1([CH3:13])[O:8][C:9]2=[CH:10][C:11]3[CH:14]=[CH:15][CH:16]=[N:1][C:2]=3[CH:3]=[C:4]2[CH:5]=[CH:6]1. Procedure: Under nitrogen atmosphere, to a solution of 6-amino-2,2-dimethylchromene (3.88 g, 22.1 mmol) and ruthenium trichloride (55.0 mg, 0.265 mmol) in dimethylene glycol dimethyl ether (8 mL), 1,3-propanediol (0.639 mL, 8.84 mmol) and tri-n-butyl phosphine (0.132 mL, 0.530 mmol) were addled at room temperature, and the resulting mixture was stirred at 180° C. for 5 hours. Upon the completion of the reaction, ruthenium complex was removed by florisil column, and solvent was distilled off. The residue wa... Starting materials: [Br-], CC(C)(C)OC(=O)c1ccc(C=NS(=O)C(C)(C)C)s1, C[Mg+], [Cl-], ClCCl, [NH4+]. Yields the product CC(NS(=O)C(C)(C)C)c1ccc(C(=O)OC(C)(C)C)s1. Reaction SMILES: [Br-:21].[C:1]([CH3:2])([CH3:3])([CH3:4])[S:5](=[O:6])[N:7]=[CH:8][c:9]1[cH:10][cH:11][c:12]([C:14](=[O:15])[O:16][C:17]([CH3:18])([CH3:19])[CH3:20])[s:13]1.[CH3:22][Mg+:23].[Cl-:24].[Cl:26][CH2:27][Cl:28].[NH4+:25]>>[C:1]([CH3:2])([CH3:3])([CH3:4])[S:5](=[O:6])[NH:7][CH:8]([c:9]1[cH:10][cH:11][c:12]([C:14](=[O:15])[O:16][C:17]([CH3:18])([CH3:19])[CH3:20])[s:13]1)[CH3:22]. Starting materials: C(C1=CC=CC=C1)(=S)O (thiobenzoic acid), [H-].[Na+] (sodium hydride), C1(=CC=C(C=C1)S(=O)(=O)OCCCC(C)(NC(=O)OCC1=CC=C(C=C1)[N+](=O)[O-])C)C (5-p-Toluenesulfonyloxy-2-methyl-2-(p-nitrobenzyloxycarbonyl)aminopentane). Solvent: CN(C=O)C (dimethylformamide), CN(C=O)C (dimethylformamide), C(C)(=O)OCC (ethyl acetate). Run at time 10 minute. The product is C(C1=CC=CC=C1)(=O)SCCCC(C)(NC(=O)OCC1=CC=C(C=C1)[N+](=O)[O-])C (5-benzoylthio-2-methyl-2-(p-nitrobenzyloxycarbonyl)aminopentane). Reaction SMILES: [C:1]([OH:9])(=[S:8])[C:2]1[CH:7]=[CH:6][CH:5]=[CH:4][CH:3]=1.[H-].[Na+].C1(C)C=CC(S(O[CH2:22][CH2:23][CH2:24][C:25]([CH3:41])([NH:27][C:28]([O:30][CH2:31][C:32]2[CH:37]=[CH:36][C:35]([N+:38]([O-:40])=[O:39])=[CH:34][CH:33]=2)=[O:29])[CH3:26])(=O)=O)=CC=1>CN(C)C=O.C(OCC)(=O)C>[C:1]([S:8][CH2:22][CH2:23][CH2:24][C:25]([CH3:41])([NH:27][C:28]([O:30][CH2:31][C:32]1[CH:33]=[CH:34][C:35]([N+:38]([O-:40])=[O:39])=[CH:36][CH:37]=1)=[O:29])[CH3:26])(=[O:9])[C:2]1[CH:7]=[CH:6][CH:5]=[CH:4][CH:3]=1 |f:1.2|. Procedure: A mixture of thiobenzoic acid (890 mg) and sodium hydride (50%) (220 mg) in dimethylformamide (8 ml) was stirred for 10 minutes with ice-cooling. 5-p-Toluenesulfonyloxy-2-methyl-2-(p-nitrobenzyloxycarbonyl)aminopentane (1.64 g) in dimethylformamide (8 ml) was added thereto, followed by stirring for 25 minutes. The reaction mixture was diluted with ethyl acetate, washed with dilute hydrochloric acid and then water, dried over anhydrous sodium sulfate and evaporated to give an oily residue which w... Reactants: CCOC(C)=O, CC(C)(C)OC(=O)c1ccc(F)cc1, NCCN1CCCCC1. Yields the product CC(C)(C)OC(=O)c1ccc(NCCN2CCCCC2)cc1. RXN SMILES: [CH3:24][CH2:25][O:26][C:27](=[O:28])[CH3:29].[F:1][c:2]1[cH:3][cH:4][c:5]([C:6](=[O:7])[O:8][C:9]([CH3:10])([CH3:11])[CH3:12])[cH:13][cH:14]1.[N:15]1([CH2:21][CH2:22][NH2:23])[CH2:16][CH2:17][CH2:18][CH2:19][CH2:20]1>>[c:2]1([NH:23][CH2:22][CH2:21][N:15]2[CH2:16][CH2:17][CH2:18][CH2:19][CH2:20]2)[cH:3][cH:4][c:5]([C:6](=[O:7])[O:8][C:9]([CH3:10])([CH3:11])[CH3:12])[cH:13][cH:14]1.